Task: describe an organic reaction: reactants, conditions, products, and yield. Dataset: the Open Reaction Database (ORD), a public repository of structured organic reaction records The reactants are [N+](=O)([O-])C(C)C (2-nitropropane), FC1=CC=2C(CCC(C2C=C1CBr)(C)C)(C)C (2-fluoro-3-bromomethyl-5,5,8,8-tetramethyl-5,6,7,8-tetrahydronaphthalene), [Na] (sodium). Run in C(C)O (ethanol), C(C)O (ethanol). Yields the product FC=1C(=CC=2C(CCC(C2C1)(C)C)(C)C)C=O (3-fluoro-5,5,8,8-tetramethyl-5,6,7,8-tetrahydro-2-naphthaldehyde). Yield: 58.0%. RXN SMILES: [N+](C(C)C)([O-])=[O:2].[Na].[F:8][C:9]1[C:18]([CH2:19]Br)=[CH:17][C:16]2[C:15]([CH3:22])([CH3:21])[CH2:14][CH2:13][C:12]([CH3:24])([CH3:23])[C:11]=2[CH:10]=1>C(O)C>[F:8][C:9]1[C:18]([CH:19]=[O:2])=[CH:17][C:16]2[C:15]([CH3:22])([CH3:21])[CH2:14][CH2:13][C:12]([CH3:24])([CH3:23])[C:11]=2[CH:10]=1 |^1:6|. Reported procedure: 5.26 g (59.0 mmol) of 2-nitropropane was added to a solution prepared by dissolving 1.04 g (45.4 mmol) of sodium in 60 mL of ethanol. The resulting solution was added to a solution of 16.9 g (45.4 mmol) of crude 2-fluoro-3-bromomethyl-5,5,8,8-tetramethyl-5,6,7,8-tetrahydronaphthalene in 60 mL of ethanol. After 5 hours the reaction mixture was partitioned between ethyl acetate and water. The organic layer was washed with 1M aqueous sodium hydroxide, water, brine, dried over anhydrous sodium sulfa... Procedure details: A solution of 1-{2-[4-((2,3-dihydro[1,4]dioxino[2,3-c]pyridin-7-ylmethyl){[(1,1-dimethylethyl)oxy]carbonyl}amino)-1-piperidinyl]ethyl}-7-fluoro-2-oxo-1,2-dihydro-4-quinolinyl trifluoromethanesulfonate (0.131 g, 0.19 mmol), zinc cyanide (0.027 g, 0.23 mmol), tris(dibenzylideneacetone)dipalladium (0.017 g, 0.019 mmol) and 1,1′-bis(diphenylphosphino)ferrocene (0.042 g, 0.076 mmol) in DMF (3 ml) was degassed with argon then heated at 90° C. for 18 h. The mixture was allowed to cool then separated be... Reagents/catalysts: [C-]#N.[Zn+2].[C-]#N (zinc cyanide), C=1C=CC(=CC1)/C=C/C(=O)/C=C/C2=CC=CC=C2.C=1C=CC(=CC1)/C=C/C(=O)/C=C/C2=CC=CC=C2.C=1C=CC(=CC1)/C=C/C(=O)/C=C/C2=CC=CC=C2.[Pd].[Pd] (tris(dibenzylideneacetone)dipalladium), C1(=CC=CC=C1)P([C-]1C=CC=C1)C1=CC=CC=C1.[C-]1(C=CC=C1)P(C1=CC=CC=C1)C1=CC=CC=C1.[Fe+2] (1,1′-bis(diphenylphosphino)ferrocene). Conditions: temperature 90 celsius. The yield is 58.0%. Starting materials: FC(S(=O)(=O)OC1=CC(N(C2=CC(=CC=C12)F)CCN1CCC(CC1)N(C(=O)OC(C)(C)C)CC1=CC2=C(C=N1)OCCO2)=O)(F)F (1-{2-[4-((2,3-dihydro[1,4]dioxino[2,3-c]pyridin-7-ylmethyl){[(1,1-dimethylethyl)oxy]carbonyl}amino)-1-piperidinyl]ethyl}-7-fluoro-2-oxo-1,2-dihydro-4-quinolinyl trifluoromethanesulfonate), CN(C)C=O (DMF). As a reaction SMILES: FC(F)(F)S(O[C:7]1[C:16]2[C:11](=[CH:12][C:13]([F:17])=[CH:14][CH:15]=2)[N:10]([CH2:18][CH2:19][N:20]2[CH2:25][CH2:24][CH:23]([N:26]([CH2:34][C:35]3[N:40]=[CH:39][C:38]4[O:41][CH2:42][CH2:43][O:44][C:37]=4[CH:36]=3)[C:27]([O:29][C:30]([CH3:33])([CH3:32])[CH3:31])=[O:28])[CH2:22][CH2:21]2)[C:9](=[O:45])[CH:8]=1)(=O)=O.[CH3:48][N:49](C=O)C>[C-]#N.[Zn+2].[C-]#N.C1C=CC(/C=C/C(/C=C/C2C=CC=CC=2)=O)=CC=1.C1C=CC(/C=C/C(/C=C/C2C=CC=CC=2)=O)=CC=1.C1C=CC(/C=C/C(/C=C/C2C=CC=CC=2)=O)=CC=1.[Pd].[Pd].C1(P(C2C=CC=CC=2)[C-]2C=CC=C2)C=CC=CC=1.[C-]1(P(C2C=CC=CC=2)C2C=CC=CC=2)C=CC=C1.[Fe+2]>[C:48]([C:7]1[C:16]2[C:11](=[CH:12][C:13]([F:17])=[CH:14][CH:15]=2)[N:10]([CH2:18][CH2:19][N:20]2[CH2:21][CH2:22][CH:23]([N:26]([CH2:34][C:35]3[N:40]=[CH:39][C:38]4[O:41][CH2:42][CH2:43][O:44][C:37]=4[CH:36]=3)[C:27](=[O:28])[O:29][C:30]([CH3:33])([CH3:32])[CH3:31])[CH2:24][CH2:25]2)[C:9](=[O:45])[CH:8]=1)#[N:49] |f:2.3.4,5.6.7.8.9,10.11.12|. Product: C(#N)C1=CC(N(C2=CC(=CC=C12)F)CCN1CCC(CC1)N(C(OC(C)(C)C)=O)CC1=CC2=C(C=N1)OCCO2)=O (1,1-Dimethylethyl {1-[2-(4-cyano-7-fluoro-2-oxo-1 (2H)-quinolinyl)ethyl]-4-piperidinyl}(2,3-dihydro[1,4]dioxino[2,3-c]pyridin-7-ylmethyl)carbamate).